From a dataset of the Open Reaction Database (ORD), a public repository of structured organic reaction records. describe an organic reaction: reactants, conditions, products, and yield Starting materials: FC(C(=O)NC1=NC=CN=C1)(F)F (2,2,2-Trifluoro-N-pyrazin-2-ylacetamide), IC1C[C@@H]([C@H](N(C1=O)C)C1=C(C=CC(=C1)F)F)NC(OC(C)(C)C)=O (tert-Butyl [(2R,3S)-5-iodo-2-(2,5-difluorophenyl)-1-methyl-6-oxopiperidin-3-yl]carbamate), C(C)(C)N(C(C)C)CC (N,N-diisopropylethylamine). Solvent: CN(C)C=O (DMF). Run at temperature 47 celsius. Product: FC1=C(C=C(C=C1)F)[C@H]1N(C([C@@H](C[C@@H]1NC(OC(C)(C)C)=O)N1CC=2N(CC1)N=C(N2)C(F)(F)F)=O)C (tert-Butyl {(2R,3S,5R)-2-(2,5-difluorophenyl)-1-methyl-6-oxo-5-[2-(trifluoromethyl)-5,6-dihydro[1,2,4]triazolo[1,5-a]pyrazin-7(8H)-yl]piperidin-3-yl}carbamate). As a reaction SMILES: I[CH:2]1[C:7](=[O:8])[N:6]([CH3:9])[C@H:5]([C:10]2[CH:15]=[C:14]([F:16])[CH:13]=[CH:12][C:11]=2[F:17])[C@@H:4]([NH:18][C:19](=[O:25])[O:20][C:21]([CH3:24])([CH3:23])[CH3:22])[CH2:3]1.[F:26][C:27]([F:38])([F:37])[C:28]([NH:30][C:31]1[CH:36]=[N:35][CH:34]=[CH:33][N:32]=1)=O.C([N:42](CC)C(C)C)(C)C>CN(C=O)C>[F:17][C:11]1[CH:12]=[CH:13][C:14]([F:16])=[CH:15][C:10]=1[C@@H:5]1[C@@H:4]([NH:18][C:19](=[O:25])[O:20][C:21]([CH3:24])([CH3:23])[CH3:22])[CH2:3][C@@H:2]([N:35]2[CH2:34][CH2:33][N:32]3[N:42]=[C:28]([C:27]([F:38])([F:37])[F:26])[N:30]=[C:31]3[CH2:36]2)[C:7](=[O:8])[N:6]1[CH3:9]. Procedure: tert-Butyl [(2R,3S)-5-iodo-2-(2,5-difluorophenyl)-1-methyl-6-oxopiperidin-3-yl]carbamate (560 mg, 1.201 mmol) was dissolved in DMF (5 mL) at room temperature. 2,2,2-Trifluoro-N-pyrazin-2-ylacetamide (300 mg, 1.561 mmol) was added, followed by N,N-diisopropylethylamine (0.420 mL, 2.402 mmol). The reaction was heated at 47° C. for 4.5 h. The DMF was removed by evaporation under reduced pressure, the residue was purified by column chromatography on silica gel Biotage 25M™, eluting with CH2Cl2/MeOH/...